This data is from the Open Reaction Database (ORD), a public repository of structured organic reaction records. The task is: describe an organic reaction: reactants, conditions, products, and yield The product is O=C(N1CCNCC1)C(O)(c1ccccc1)C1CCCC1. As a reaction SMILES: [CH3:49][CH2:50][N:51]=[C:52]=[N:53][CH2:54][CH2:55][CH2:56][N:57]([CH3:58])[CH3:59].[CH:1]1([C:6]([C:7](=[O:8])[OH:9])([c:10]2[cH:11][cH:12][cH:13][cH:14][cH:15]2)[OH:16])[CH2:2][CH2:3][CH2:4][CH2:5]1.[CH:30]([N:31]([CH2:32][CH3:33])[CH:34]([CH3:35])[CH3:36])([CH3:37])[CH3:38].[Cl:60][CH2:61][Cl:62].[N:17]1([C:23]([O:24][C:25]([CH3:26])([CH3:27])[CH3:28])=[O:29])[CH2:18][CH2:19][NH:20][CH2:21][CH2:22]1.[OH:39][n:40]1[c:41]2[c:42]([cH:43][cH:44][cH:45][cH:46]2)[n:47][n:48]1>>[CH:1]1([C:6]([C:7](=[O:9])[N:17]2[CH2:18][CH2:19][NH:20][CH2:21][CH2:22]2)([c:10]2[cH:11][cH:12][cH:13][cH:14][cH:15]2)[OH:16])[CH2:2][CH2:3][CH2:4][CH2:5]1. Starting materials: CCN=C=NCCCN(C)C, O=C(O)C(O)(c1ccccc1)C1CCCC1, CCN(C(C)C)C(C)C, ClCCl, CC(C)(C)OC(=O)N1CCNCC1, On1nnc2ccccc21. The reactants are C(C)(C)(C)OC(=O)N1CCC(=CC1)C1=CC=2C(=NC=C(C2NC2=CC3=C(N=CS3)C=C2)Br)N1 (4-[4-(benzothiazol-6-ylamino)-5-bromo-1H-pyrrolo[2,3-b]pyridin-2-yl]-3,6-dihydro-2H-pyridine-1-carboxylic acid tert-butyl ester), O (water), C(C)#N (acetonitrile-). Reagents/catalysts: C1=CC=C(C=C1)P([C-]2C=CC=C2)C3=CC=CC=C3.C1=CC=C(C=C1)P([C-]2C=CC=C2)C3=CC=CC=C3.[Fe+2] (DPPF), [C-]#N.[Zn+2].[C-]#N (zinc cyanide), C=1C=CC(=CC1)/C=C/C(=O)/C=C/C2=CC=CC=C2.C=1C=CC(=CC1)/C=C/C(=O)/C=C/C2=CC=CC=C2.C=1C=CC(=CC1)/C=C/C(=O)/C=C/C2=CC=CC=C2.[Pd].[Pd] (Pd2 dba3). Product: C(C)(C)(C)OC(=O)N1CCC(=CC1)C1=CC=2C(=NC=C(C2NC2=CC3=C(N=CS3)C=C2)C#N)N1 (4-[4-(Benzothiazol-6-ylamino)-5-cyano-1H-pyrrolo[2,3-b]pyridin-2-yl]-3,6-dihydro-2H-pyridine-1-carboxylicacid tert-butyl ester). RXN SMILES: [C:1]([O:5][C:6]([N:8]1[CH2:13][CH:12]=[C:11]([C:14]2[NH:33][C:17]3=[N:18][CH:19]=[C:20](Br)[C:21]([NH:22][C:23]4[CH:31]=[CH:30][C:26]5[N:27]=[CH:28][S:29][C:25]=5[CH:24]=4)=[C:16]3[CH:15]=2)[CH2:10][CH2:9]1)=[O:7])([CH3:4])([CH3:3])[CH3:2].O.[C:35](#[N:37])C>C1C=CC(P(C2C=CC=CC=2)[C-]2C=CC=C2)=CC=1.C1C=CC(P(C2C=CC=CC=2)[C-]2C=CC=C2)=CC=1.[Fe+2].[C-]#N.[Zn+2].[C-]#N.C1C=CC(/C=C/C(/C=C/C2C=CC=CC=2)=O)=CC=1.C1C=CC(/C=C/C(/C=C/C2C=CC=CC=2)=O)=CC=1.C1C=CC(/C=C/C(/C=C/C2C=CC=CC=2)=O)=CC=1.[Pd].[Pd]>[C:1]([O:5][C:6]([N:8]1[CH2:13][CH:12]=[C:11]([C:14]2[NH:33][C:17]3=[N:18][CH:19]=[C:20]([C:35]#[N:37])[C:21]([NH:22][C:23]4[CH:31]=[CH:30][C:26]5[N:27]=[CH:28][S:29][C:25]=5[CH:24]=4)=[C:16]3[CH:15]=2)[CH2:10][CH2:9]1)=[O:7])([CH3:4])([CH3:3])[CH3:2] |f:3.4.5,6.7.8,9.10.11.12.13|. Procedure: To a mixture of 4-[4-(benzothiazol-6-ylamino)-5-bromo-1H-pyrrolo[2,3-b]pyridin-2-yl]-3,6-dihydro-2H-pyridine-1-carboxylic acid tert-butyl ester (20 mg, 0.038 mmol), DPPF (10.1 mg, 0.018 mmol), water (0.04 mL) and zinc cyanide (8.9 mg, 0.075 mmol) in acetonitrile-(4 mL) was added Pd2 dba3 (7.0 mg, 0.007 mmol) and the mixture was heated to reflux under N2 overnight. The reaction mixture was evaporated, and the crude product was purified by preparative TLC using 7% methanol in DCM as eluent to affo... Reactants: CNC(OC1C(C(NC(C1)(C)CC)(C)CC)C)=O (2,6-diethyl-2,3,6-trimethyl-4-piperidyl methylcarbamate), C1CO1 (ethylene oxide). Reagents/catalysts: Cl (hydrochloric acid). Solvent: CO (methanol). Run at temperature 100 celsius. Yields the product CNC(OC1C(C(N(C(C1)(C)CC)CCO)(C)CC)C)=O (2,6-diethyl-1-(2-hydroxyethyl)-2,3,6-trimethyl-4-piperidyl methylcarbamate). Isolated yield 50.2%. Reaction SMILES: [CH3:1][NH:2][C:3](=[O:18])[O:4][CH:5]1[CH2:10][C:9]([CH2:12][CH3:13])([CH3:11])[NH:8][C:7]([CH2:15][CH3:16])([CH3:14])[CH:6]1[CH3:17].[CH2:19]1[O:21][CH2:20]1>CO.Cl>[CH3:1][NH:2][C:3](=[O:18])[O:4][CH:5]1[CH2:10][C:9]([CH2:12][CH3:13])([CH3:11])[N:8]([CH2:19][CH2:20][OH:21])[C:7]([CH2:15][CH3:16])([CH3:14])[CH:6]1[CH3:17]. Reported procedure: To a solution of 5.1 g of 2,6-diethyl-2,3,6-trimethyl-4-piperidyl methylcarbamate (Compound 66 - prepared as described in Preparation 4) in 8 ml of methanol were added 1.74 g of ethylene oxide and 1 drop of concentrated hydrochloric acid. The mixture was heated overnight at 100° C in a sealed tube. When the reaction was complete, the reaction mixture was concentrated by evaporation under reduced pressure and the residue was purified by column chromatography on silica gel using a 1 : 1 by volume ...